This data is from the Open Reaction Database (ORD), a public repository of structured organic reaction records. The task is: describe an organic reaction: reactants, conditions, products, and yield Reactants: CC1=C(OCCCC(=O)N2CCCC3=C(C=CC=C23)C2=CC(=NC=C2)C(=O)OC)C=CC=C1C (methyl 4-(1-(4-(2,3-dimethylphenoxy)butanoyl)-1,2,3,4-tetrahydroquinolin-5-yl)picolinate), BrC1=CC(=NC=C1)C(=O)OC (methyl 4-bromopicolinate), C(C)(=O)OCCOC1=CC(=CC=C1)CN1N=CC(=C1)Br (2-(3-((4-bromo-1H-pyrazol-1-yl)methyl)phenoxy)ethyl acetate). Product: CC1=C(OCCCC(=O)N2CCCC3=C(C=CC=C23)C=2C=NN(C2)CC2=CC(=CC=C2)OCCO)C=CC=C1C (4-(2,3-Dimethylphenoxy)-1-(5-(1-(3-(2-hydroxyethoxy)benzyl)-1H-pyrazol-4-yl)-3,4-dihydroquinolin-1(2H)-yl)butan-1-one). RXN SMILES: [CH3:1][C:2]1[C:33]([CH3:34])=[CH:32][CH:31]=[CH:30][C:3]=1[O:4][CH2:5][CH2:6][CH2:7][C:8]([N:10]1[C:19]2[C:14](=[C:15](C3C=CN=C(C(OC)=O)C=3)[CH:16]=[CH:17][CH:18]=2)[CH2:13][CH2:12][CH2:11]1)=[O:9].BrC1C=CN=C(C(OC)=O)C=1.C([O:49][CH2:50][CH2:51][O:52][C:53]1[CH:58]=[CH:57][CH:56]=[C:55]([CH2:59][N:60]2[CH:64]=[C:63](Br)[CH:62]=[N:61]2)[CH:54]=1)(=O)C>>[CH3:1][C:2]1[C:33]([CH3:34])=[CH:32][CH:31]=[CH:30][C:3]=1[O:4][CH2:5][CH2:6][CH2:7][C:8]([N:10]1[C:19]2[C:14](=[C:15]([C:63]3[CH:62]=[N:61][N:60]([CH2:59][C:55]4[CH:56]=[CH:57][CH:58]=[C:53]([O:52][CH2:51][CH2:50][OH:49])[CH:54]=4)[CH:64]=3)[CH:16]=[CH:17][CH:18]=2)[CH2:13][CH2:12][CH2:11]1)=[O:9]. Procedure details: The title compound was prepared using a procedure analogous to methyl 4-(1-(4-(2,3-dimethylphenoxy)butanoyl)-1,2,3,4-tetrahydroquinolin-5-yl)picolinate except that methyl 4-bromopicolinate was replaced with 2-(3-((4-bromo-1H-pyrazol-1-yl)methyl)phenoxy)ethyl acetate. LCMS, [M+H]+=540.4.